From a dataset of the Open Reaction Database (ORD), a public repository of structured organic reaction records. describe an organic reaction: reactants, conditions, products, and yield The reactants are C(C)#N (acetonitrile), O (water), C(C)OCC (diethyl ether). The product is C(C)#N.CO.C(C)(=O)[O-].[NH4+] (Acetonitrile methanol ammonium acetate). RXN SMILES: [C:1](#[N:3])[CH3:2].[OH2:4].[CH2:5]([O:7][CH2:8][CH3:9])C>>[C:1](#[N:3])[CH3:2].[CH3:5][OH:7].[C:8]([O-:4])(=[O:7])[CH3:9].[NH4+:3] |f:3.4.5.6|. Procedure: Brain: Added 100 μl of acetonitrile to homogenised sample (100 mg of a 1:1 w/w brain with water homogenate) and vortexed. Added 1 ml of diethyl ether, vortexed, centrifuged, removed organic layer, and dried under N2. Reconstituted in 200 μl of mobile phase and injected 150 μl.